This data is from the Open Reaction Database (ORD), a public repository of structured organic reaction records. The task is: describe an organic reaction: reactants, conditions, products, and yield Starting materials: CCCCCCn1c(=O)c(C=O)c(OC)c2cc(C)ccc21, ClCCl, NCCS, Cc1ccc(S(=O)(=O)O)cc1. Yields the product CCCCCCn1c(=O)c(C2NCCS2)c(OC)c2cc(C)ccc21. As a reaction SMILES: [CH2:1]([CH2:2][CH2:3][CH2:4][CH2:5][CH3:6])[n:7]1[c:8](=[O:22])[c:9]([CH:20]=[O:21])[c:10]([O:18][CH3:19])[c:11]2[cH:12][c:13]([CH3:17])[cH:14][cH:15][c:16]12.[CH2:38]([Cl:39])[Cl:40].[NH2:23][CH2:24][CH2:25][SH:26].[c:27]1([CH3:28])[cH:29][cH:30][c:31]([S:32]([OH:33])(=[O:34])=[O:35])[cH:36][cH:37]1>>[CH2:1]([CH2:2][CH2:3][CH2:4][CH2:5][CH3:6])[n:7]1[c:8](=[O:22])[c:9]([CH:20]2[NH:23][CH2:24][CH2:25][S:26]2)[c:10]([O:18][CH3:19])[c:11]2[cH:12][c:13]([CH3:17])[cH:14][cH:15][c:16]12. Reactants: CCCCCc1ccc(S(=O)(=O)NCCc2c(-c3cccs3)n[nH]c2-c2cccc(Br)n2)cc1, CNC, CN1CCCC1=O. Yields the product CCCCCc1ccc(S(=O)(=O)NCCc2c(-c3cccs3)n[nH]c2-c2cccc(N(C)C)n2)cc1. RXN SMILES: [Br:1][c:2]1[cH:3][cH:4][cH:5][c:6](-[c:8]2[c:9]([CH2:18][CH2:19][NH:20][S:21](=[O:22])(=[O:23])[c:24]3[cH:25][cH:26][c:27]([CH2:30][CH2:31][CH2:32][CH2:33][CH3:34])[cH:28][cH:29]3)[c:10](-[c:13]3[s:14][cH:15][cH:16][cH:17]3)[n:11][nH:12]2)[n:7]1.[CH3:35][NH:36][CH3:37].[CH3:38][N:39]1[CH2:40][CH2:41][CH2:42][C:43]1=[O:44]>>[c:2]1([N:36]([CH3:35])[CH3:37])[cH:3][cH:4][cH:5][c:6](-[c:8]2[c:9]([CH2:18][CH2:19][NH:20][S:21](=[O:22])(=[O:23])[c:24]3[cH:25][cH:26][c:27]([CH2:30][CH2:31][CH2:32][CH2:33][CH3:34])[cH:28][cH:29]3)[c:10](-[c:13]3[s:14][cH:15][cH:16][cH:17]3)[n:11][nH:12]2)[n:7]1. Starting materials: [OH-].[Na+] (NaOH), COC(C1=CC(=CC=C1)C1(COC1)F)=O (3-(3-fluoro-oxetan-3-yl)-benzoic acid methyl ester), [OH-].[Na+] (NaOH). The solvent is CO (MeOH). Conditions: temperature 50 celsius, time 2 hour. Product: FC1(COC1)C=1C=C(C(=O)O)C=CC1 (3-(3-Fluoro-oxetan-3-yl)-benzoic acid). As a reaction SMILES: C[O:2][C:3](=[O:15])[C:4]1[CH:9]=[CH:8][CH:7]=[C:6]([C:10]2([F:14])[CH2:13][O:12][CH2:11]2)[CH:5]=1.[OH-].[Na+]>CO>[F:14][C:10]1([C:6]2[CH:5]=[C:4]([CH:9]=[CH:8][CH:7]=2)[C:3]([OH:15])=[O:2])[CH2:11][O:12][CH2:13]1 |f:1.2|. Procedure: 200 mg (0.951 mmol) 3-(3-fluoro-oxetan-3-yl)-benzoic acid methyl ester was dissolved in 10 mL MeOH and treated with 0.40 mL 4 M aqueous NaOH solution at RT over the weekend. 0.20 mL 4 M aqueous NaOH solution was added and the mixture was stirred at 50° C. for 2 h. The reaction mixture was concentrated, acidified with 4 M aqueous hydrochlorid acid and stirred for 30 min at 0° C. The precipitate was filtered off, washed with water and dried. Reactants: C(C)(C)(C)OC(COC1=CC(=C(C=C1)NC(C(C1CCCCC1)N1C(=NC2=C1C=C(C(=C2)F)F)C2=CC=C(C=C2)Cl)=O)F)=O ((4-{2-[2-(4-chloro-phenyl)-5,6-difluoro-benzoimidazol-1-yl]-2-cyclohexyl-acetylamino}-3-fluoro-phenoxy)-acetic acid tert-butyl ester), FC(C(=O)O)(F)F (trifluoroacetic acid). The solvent is ClCCl (dichloromethane). Run at time 2 hour. The product is ClC1=CC=C(C=C1)C1=NC2=C(N1C(C(=O)NC1=C(C=C(OCC(=O)O)C=C1)F)C1CCCCC1)C=C(C(=C2)F)F ((4-{2-[2-(4-Chloro-phenyl)-5,6-difluoro-benzoimidazol-1-yl]-2-cyclohexyl-acetylamino}-3-fluoro-phenoxy)-acetic acid). Reaction SMILES: C([O:5][C:6](=[O:44])[CH2:7][O:8][C:9]1[CH:14]=[CH:13][C:12]([NH:15][C:16](=[O:42])[CH:17]([N:24]2[C:28]3[CH:29]=[C:30]([F:34])[C:31]([F:33])=[CH:32][C:27]=3[N:26]=[C:25]2[C:35]2[CH:40]=[CH:39][C:38]([Cl:41])=[CH:37][CH:36]=2)[CH:18]2[CH2:23][CH2:22][CH2:21][CH2:20][CH2:19]2)=[C:11]([F:43])[CH:10]=1)(C)(C)C.FC(F)(F)C(O)=O>ClCCl>[Cl:41][C:38]1[CH:39]=[CH:40][C:35]([C:25]2[N:24]([CH:17]([CH:18]3[CH2:23][CH2:22][CH2:21][CH2:20][CH2:19]3)[C:16]([NH:15][C:12]3[CH:13]=[CH:14][C:9]([O:8][CH2:7][C:6]([OH:44])=[O:5])=[CH:10][C:11]=3[F:43])=[O:42])[C:28]3[CH:29]=[C:30]([F:34])[C:31]([F:33])=[CH:32][C:27]=3[N:26]=2)=[CH:36][CH:37]=1. Reported procedure: To a solution of (4-{2-[2-(4-chloro-phenyl)-5,6-difluoro-benzoimidazol-1-yl]-2-cyclohexyl-acetylamino}-3-fluoro-phenoxy)-acetic acid tert-butyl ester (120 mg, 0.19 mmol) in dichloromethane (5 ml) was added trifluoroacetic acid (1.5 ml). After 2 h, the solvent was removed under reduced pressure. The resulting oil (78 mg, 71%) solidified upon standing in the refrigerator. Reactants: ClCCl, CC(C)CCCC(C)CCCC(C)CCCCO, Cc1ccc(S(=O)(=O)Cl)cc1, c1ccncc1. Product: Cc1ccc(S(=O)(=O)OCCCCC(C)CCCC(C)CCCC(C)C)cc1. As a reaction SMILES: [CH2:36]([Cl:37])[Cl:38].[CH3:1][CH:2]([CH2:3][CH2:4][CH2:5][CH2:6][OH:7])[CH2:8][CH2:9][CH2:10][CH:11]([CH2:12][CH2:13][CH2:14][CH:15]([CH3:16])[CH3:17])[CH3:18].[c:25]1([CH3:35])[cH:26][cH:27][c:28]([S:31](=[O:32])(=[O:33])[Cl:34])[cH:29][cH:30]1.[cH:19]1[cH:20][cH:21][n:22][cH:23][cH:24]1>>[CH3:1][CH:2]([CH2:3][CH2:4][CH2:5][CH2:6][O:7][S:31]([c:28]1[cH:27][cH:26][c:25]([CH3:35])[cH:30][cH:29]1)(=[O:32])=[O:33])[CH2:8][CH2:9][CH2:10][CH:11]([CH2:12][CH2:13][CH2:14][CH:15]([CH3:16])[CH3:17])[CH3:18]. The reactants are C([O-])(O)=O.[Na+] (sodium bicarbonate), N1=CC(=CC=C1)CNC(=O)C1=C(C=CC=C1)C1=C(C=CC=C1)C(=O)N(CCC1=C(C=CC(=C1)OC)OC)CCC(=O)O (3-(N-((2-(2-((pyridin-3-ylmethylamino)carbonyl)phenyl)phenyl)carbonyl)-N-(2-(2,5-dimethoxyphenyl)ethyl)amino)propanoic acid), C(C)(=O)O (acetic acid), C1(=CC=CC=C1)CCCN (3-phenylpropylamine), [Na] (sodium). Run in C(C)(=O)OCC (ethyl acetate), CN(C=O)C (N,N-dimethylformamide). Conditions: time 2.5 hour. Product: COC(C1=C(C=CC=C1)C1=CC=C(C=C1)CNCCCC1=CC=CC=C1)=O (2-(4-(3-phenylpropylaminomethyl)phenyl)benzoic acid methyl ester). RXN SMILES: N1C=CC=C(CNC([C:11]2[CH:16]=[CH:15][CH:14]=[CH:13][C:12]=2[C:17]2[CH:22]=[CH:21][CH:20]=[CH:19][C:18]=2[C:23](N(CCC(O)=O)CCC2C=C(OC)C=CC=2OC)=[O:24])=O)C=1.[C:43]1([CH2:49][CH2:50][CH2:51][NH2:52])[CH:48]=[CH:47][CH:46]=[CH:45][CH:44]=1.[Na].[C:54](=[O:57])(O)[O-].[Na+].[C:59](O)(=O)C>C(OCC)(=O)C.CN(C)C=O>[CH3:54][O:57][C:23](=[O:24])[C:18]1[CH:19]=[CH:20][CH:21]=[CH:22][C:17]=1[C:12]1[CH:11]=[CH:16][C:15]([CH2:59][NH:52][CH2:51][CH2:50][CH2:49][C:43]2[CH:48]=[CH:47][CH:46]=[CH:45][CH:44]=2)=[CH:14][CH:13]=1 |f:3.4,^1:52|. Procedure: To a solution of the compound prepared in reference example 7 (1.2 g) in acetic acid (4 ml)-N,N-dimethylformamide (36 ml) were added 3-phenylpropylamine (1 g) and sodium borotriacetoxyhydride (1.6 g). The reaction mixture was stirred for 2.5 hours at room temperature. To the reaction mixture were added a saturated aqueous solution of sodium bicarbonate and ethyl acetate and extracted. The extract was washed with a saturated aqueous solution of sodium bicarbonate and anhydrous sodium sulfate and ... The reactants are COC(=O)C=1C(N=C(NC1C)C=1SC=CN1)C1=C(C=C(C=C1)F)Cl (4-(2-chloro-4-fluoro-phenyl)-6-methyl-2-thiazol-2-yl-1,4-dihydro-pyrimidine-5-carboxylic acid methyl ester), C1CC(=O)N(C1=O)Br (NBS). Run in C(Cl)(Cl)(Cl)Cl (CCl4). Conditions: time 1 hour. Product: COC(=O)C=1C(N=C(NC1CBr)C=1SC=CN1)C1=C(C=C(C=C1)F)Cl (6-bromomethyl-4-(2-chloro-4-fluoro-phenyl)-2-thiazol-2-yl-1,4-dihydro-pyrimidine-5-carboxylic acid methyl ester). Reaction SMILES: [CH3:1][O:2][C:3]([C:5]1[CH:6]([C:17]2[CH:22]=[CH:21][C:20]([F:23])=[CH:19][C:18]=2[Cl:24])[N:7]=[C:8]([C:12]2[S:13][CH:14]=[CH:15][N:16]=2)[NH:9][C:10]=1[CH3:11])=[O:4].C1C(=O)N([Br:32])C(=O)C1>C(Cl)(Cl)(Cl)Cl>[CH3:1][O:2][C:3]([C:5]1[CH:6]([C:17]2[CH:22]=[CH:21][C:20]([F:23])=[CH:19][C:18]=2[Cl:24])[N:7]=[C:8]([C:12]2[S:13][CH:14]=[CH:15][N:16]=2)[NH:9][C:10]=1[CH2:11][Br:32])=[O:4]. Procedure details: To a stirred solution of 4-(2-chloro-4-fluoro-phenyl)-6-methyl-2-thiazol-2-yl-1,4-dihydro-pyrimidine-5-carboxylic acid methyl ester (0.37 g, 1.0 mmol) in CCl4 (5 mL) was added NBS (0.20 g, 1.1 mmol) in portions. After the reaction mixture was stirred at room temperature for 1 hour, the solvent was removed in vacuo and the residue was purified by column chromatography to give 6-bromomethyl-4-(2-chloro-4-fluoro-phenyl)-2-thiazol-2-yl-1,4-dihydro-pyrimidine-5-carboxylic acid methyl ester (Compound ...